Dataset: the Open Reaction Database (ORD), a public repository of structured organic reaction records. Task: describe an organic reaction: reactants, conditions, products, and yield The reactants are ClC=1C(=NN(C1C)C1=C(C(=O)O)C=C(C=C1)C(NS(=O)(=O)C1=CC2=CC=CC=C2C=C1)=O)C(N(CCCC)CCCC)=O (2-(4-chloro-3-(dibutylcarbamoyl)-5-methyl-1H-pyrazol-1-yl)-5-(naphthalen-2-ylsulfonylcarbamoyl)benzoic acid), ClC=1C(=NN(C1C)C1=C(C(=O)OCC)C=C(C=C1)C(NS(=O)(=O)C=1C=C2CCN(C2=CC1)CC)=O)C(N(CCCC)CCCC)=O (ethyl 2-(4-chloro-3-(dibutylcarbamoyl)-5-methyl-1H-pyrazol-1-yl)-5-(1-ethylindolin-5-ylsulfonylcarbamoyl)benzoate). The product is ClC=1C(=NN(C1C)C1=C(C(=O)O)C=C(C=C1)C(NS(=O)(=O)C=1C=C2CCN(C2=CC1)CC)=O)C(N(CCCC)CCCC)=O (2-(4-Chloro-3-(dibutylcarbamoyl)-5-methyl-1H-pyrazol-1-yl)-5-(1-ethylindolin-5-ylsulfonylcarbamoyl)benzoic acid). The yield is 33.3%. As a reaction SMILES: ClC1C(C(=O)N(CCCC)CCCC)=NN(C2C=CC(C(=O)NS(C3C=CC4C(=CC=CC=4)C=3)(=O)=O)=CC=2C(O)=O)C=1C.[Cl:44][C:45]1[C:46]([C:79](=[O:89])[N:80]([CH2:85][CH2:86][CH2:87][CH3:88])[CH2:81][CH2:82][CH2:83][CH3:84])=[N:47][N:48]([C:51]2[CH:61]=[CH:60][C:59]([C:62](=[O:78])[NH:63][S:64]([C:67]3[CH:68]=[C:69]4[C:73](=[CH:74][CH:75]=3)[N:72]([CH2:76][CH3:77])[CH2:71][CH2:70]4)(=[O:66])=[O:65])=[CH:58][C:52]=2[C:53]([O:55]CC)=[O:54])[C:49]=1[CH3:50]>>[Cl:44][C:45]1[C:46]([C:79](=[O:89])[N:80]([CH2:85][CH2:86][CH2:87][CH3:88])[CH2:81][CH2:82][CH2:83][CH3:84])=[N:47][N:48]([C:51]2[CH:61]=[CH:60][C:59]([C:62](=[O:78])[NH:63][S:64]([C:67]3[CH:68]=[C:69]4[C:73](=[CH:74][CH:75]=3)[N:72]([CH2:76][CH3:77])[CH2:71][CH2:70]4)(=[O:66])=[O:65])=[CH:58][C:52]=2[C:53]([OH:55])=[O:54])[C:49]=1[CH3:50]. Reported procedure: Following a procedure analogous to that for the synthesis of Intermediate 91F, ethyl 2-(4-chloro-3-(dibutylcarbamoyl)-5-methyl-1H-pyrazol-1-yl)-5-(1-ethylindolin-5-ylsulfonylcarbamoyl)benzoate (180 mg, 0.27 mmol) was converted to the title compound (58 mg, 32%) after purification by preparative HPLC. 1H NMR (DMSO-d6) δ 8.41 (d, J=2.0 Hz, 1H), 8.17 (dd, J=8.3, 2.1 Hz, 1H), 7.69-7.64 (m, 2H), 7.52 (d, J=1.8 Hz, 1H), 6.83 (d, J=8.6 Hz, 1H), 3.54 (t, J=8.6 Hz, 2H), 3.28-3.24 (m, 6H), 3.00 (t, J=8.6 ... Reactants: [H-].[Na+] (sodium hydride), C1(=CC=CC=C1)C (toluene), O[C@H](C1=CC=CC=C1)[C@](CCC)(N1C(C=2C(C1=O)=CC=CC2)=O)C (N-[1-(S)-[α-(R)-hydroxybenzyl-]-methylbutyl]phthalimide), C1(=CC=C(C=C1)S(=O)(=O)OC)C (methyl p-toluene-sulfonate). Yields the product CO[C@H](C1=CC=CC=C1)[C@H](CC(C)C)N1C(C=2C(C1=O)=CC=CC2)=O (N-[1-(S)-[α-(R)-methoxybenzyl)-3-methyl-butyl]phthalimide), product. Isolated yield 81.0%. As a reaction SMILES: O[C@@H:2]([C@@:9](C)([N:13]1[C:17](=[O:18])[C:16]2=[CH:19][CH:20]=[CH:21][CH:22]=[C:15]2[C:14]1=[O:23])CCC)[C:3]1[CH:8]=CC=C[CH:4]=1.C1(C)C=CC(S([O:34][CH3:35])(=O)=O)=CC=1.[H-].[Na+].[C:39]1([CH3:45])[CH:44]=[CH:43][CH:42]=[CH:41][CH:40]=1>>[CH3:35][O:34][C@@H:45]([C@@H:9]([N:13]1[C:14](=[O:23])[C:15]2=[CH:22][CH:21]=[CH:20][CH:19]=[C:16]2[C:17]1=[O:18])[CH2:2][CH:3]([CH3:4])[CH3:8])[C:39]1[CH:44]=[CH:43][CH:42]=[CH:41][CH:40]=1 |f:2.3|. Procedure details: To a solution of N-[1-(S)-[α-(R)-hydroxybenzyl-]-methylbutyl]phthalimide]30.4 g, 94.0 mmol.) in toluene (380 mL) were successively added methyl p-toluene-sulfonate (19.2 g, 103 mmol) and 60% sodium hydride (4.13 g, 103 mmol.). The resulting mixture was heated under reflux for 18 hours under stirring, cooled to room temperature, successively washed with water and aqueous saturated sodium chloride solution, dried over anhydrous sodium sulfate. The solvent was distilled off under reduced pressure. ...